From a dataset of the Open Reaction Database (ORD), a public repository of structured organic reaction records. describe an organic reaction: reactants, conditions, products, and yield The reactants are CNC (N,N-dimethylamine), C(C)(C)OC(=O)N1[C@H](C[C@H](C2=NC(=CC=C12)Br)N(CC1=CC(=CC(=C1)C(F)(F)F)C(F)(F)F)C(C)=O)CC ((+/-)-cis-4-[acetyl-(3,5-bis-trifluoromethyl-benzyl)-amino]-2-ethyl-6-bromo-3,4-dihydro-2H-[1,5]naphthyridine-1-carboxylic acid isopropyl ester). Solvent: O (water), CS(=O)C (dimethylsulfoxide), O (water). Conditions: temperature 100 celsius. The product is C(C)(C)OC(=O)N1[C@H](C[C@H](C2=NC(=CC=C12)N(C)C)N(CC1=CC(=CC(=C1)C(F)(F)F)C(F)(F)F)C(C)=O)CC ((+/−)-cis-4-[Acetyl-(3,5-bis-trifluoromethyl-benzyl)-amino]-2-ethyl-6-dimethylamino-3,4-dihydro-2H-[1,5]naphthyridine-1-carboxylic acid isopropyl ester). Yield: 57.0%. As a reaction SMILES: [CH3:1][NH:2][CH3:3].[CH:4]([O:7][C:8]([N:10]1[C:19]2[C:14](=[N:15][C:16](Br)=[CH:17][CH:18]=2)[C@H:13]([N:21]([C:37](=[O:39])[CH3:38])[CH2:22][C:23]2[CH:28]=[C:27]([C:29]([F:32])([F:31])[F:30])[CH:26]=[C:25]([C:33]([F:36])([F:35])[F:34])[CH:24]=2)[CH2:12][C@@H:11]1[CH2:40][CH3:41])=[O:9])([CH3:6])[CH3:5]>O.CS(C)=O>[CH:4]([O:7][C:8]([N:10]1[C:19]2[C:14](=[N:15][C:16]([N:2]([CH3:3])[CH3:1])=[CH:17][CH:18]=2)[C@H:13]([N:21]([C:37](=[O:39])[CH3:38])[CH2:22][C:23]2[CH:28]=[C:27]([C:29]([F:32])([F:31])[F:30])[CH:26]=[C:25]([C:33]([F:36])([F:35])[F:34])[CH:24]=2)[CH2:12][C@@H:11]1[CH2:40][CH3:41])=[O:9])([CH3:6])[CH3:5]. Procedure: Add N,N-dimethylamine 40% in water (0.5 mL) to a solution of (+/-)-cis-4-[acetyl-(3,5-bis-trifluoromethyl-benzyl)-amino]-2-ethyl-6-bromo-3,4-dihydro-2H-[1,5]naphthyridine-1-carboxylic acid isopropyl ester (60 mg, 0.098 mmol) in dimethylsulfoxide (0.2 mL) and heat the mixture at 100° C. in a sealed tube for 15 h. Cool the reaction mixture to room temperature, add water and extract with ethyl acetate. Dry the organic layer over anhydrous sodium sulfate, filter, and remove the solvent under reduced... The reactants are CCO, O=CC=Cc1ccccc1, ONc1ccccc1. Yields the product [O-][N+](=CC=Cc1ccccc1)c1ccccc1. RXN SMILES: [CH3:19][CH2:20][OH:21].[CH:9]([CH:10]=[CH:11][c:12]1[cH:13][cH:14][cH:15][cH:16][cH:17]1)=[O:18].[c:1]1([NH:7][OH:8])[cH:2][cH:3][cH:4][cH:5][cH:6]1>>[c:1]1([N+:7]([O-:8])=[CH:9][CH:10]=[CH:11][c:12]2[cH:13][cH:14][cH:15][cH:16][cH:17]2)[cH:2][cH:3][cH:4][cH:5][cH:6]1. Starting materials: BrC=1C(=C(C(=NC1C)C)[C@@H](C(=O)OC(C)C)O)N1CCC(CC1)(C)CC ((S)-isopropyl 2-(5-bromo-4-(4-ethyl-4-methylpiperidin-1-yl)-2,6-dimethylpyridin-3-yl)-2-hydroxyacetate), HClO4, HClO4. Run in C(Cl)Cl (DCM), C(Cl)Cl (DCM). Reaction conditions: time 18 hour. The product is BrC=1C(=C(C(=NC1C)C)[C@@H](C(=O)OC(C)C)OC(C)(C)C)N1CCC(CC1)(C)CC ((S)-isopropyl 2-(5-bromo-4-(4-ethyl-4-methylpiperidin-1-yl)-2,6-dimethylpyridin-3-yl)-2-(tert-butoxy)acetate). Isolated yield 164.9%. Reaction SMILES: [Br:1][C:2]1[C:3]([N:18]2[CH2:23][CH2:22][C:21]([CH2:25][CH3:26])([CH3:24])[CH2:20][CH2:19]2)=[C:4]([C@H:10]([OH:17])[C:11]([O:13][CH:14]([CH3:16])[CH3:15])=[O:12])[C:5]([CH3:9])=[N:6][C:7]=1[CH3:8]>C(Cl)Cl>[Br:1][C:2]1[C:3]([N:18]2[CH2:23][CH2:22][C:21]([CH2:25][CH3:26])([CH3:24])[CH2:20][CH2:19]2)=[C:4]([C@H:10]([O:17][C:4]([CH3:10])([CH3:5])[CH3:3])[C:11]([O:13][CH:14]([CH3:16])[CH3:15])=[O:12])[C:5]([CH3:9])=[N:6][C:7]=1[CH3:8]. Procedure: The isobutylene gas was bubbled into a nitrogen purged, cooled (0° C.) solution of (S)-isopropyl 2-(5-bromo-4-(4-ethyl-4-methylpiperidin-1-yl)-2,6-dimethylpyridin-3-yl)-2-hydroxyacetate (1.9 g, 4.19 mmol) and 0.6 mL of 70% HClO4 in DCM (15 mL) for 20 min. The reaction mixture was allowed to warm to rt and stirred for 18 h in a pressure sealed vessel, after which it was recooled, and an additional 0.4 mL of 70% HClO4 was added at 0° C., and the reaction was stirred for 24 h at rt. The reaction wa...